From a dataset of the Open Reaction Database (ORD), a public repository of structured organic reaction records. describe an organic reaction: reactants, conditions, products, and yield Reactants: CC(=O)O, N, O=[N+]([O-])O, COc1cc(C(=O)c2cccnc2)ccc1O. Product: COc1cc(C(=O)c2cccnc2)cc([N+](=O)[O-])c1O. RXN SMILES: [CH3:23][C:24](=[O:25])[OH:26].[NH3:22].[OH:1][N+:2]([O-:3])=[O:4].[n:5]1[cH:6][c:7]([C:11](=[O:12])[c:13]2[cH:14][c:15]([O:20][CH3:21])[c:16]([OH:19])[cH:17][cH:18]2)[cH:8][cH:9][cH:10]1>>[O-:1][N+:2](=[O:4])[c:17]1[c:16]([OH:19])[c:15]([O:20][CH3:21])[cH:14][c:13]([C:11]([c:7]2[cH:6][n:5][cH:10][cH:9][cH:8]2)=[O:12])[cH:18]1. The reactants are O=C([O-])[O-], C1COCCO1, CC(C)(C)OC(=O)N1CCc2ccc(B3OC(C)(C)C(C)(C)O3)cc2C1, CO, CN1CCN(c2cc(Cl)nc(N)n2)CC1, [K+], [K+], O. Reaction SMILES: [C:42](=[O:43])([O-:44])[O-:45].[CH2:49]1[O:50][CH2:51][CH2:52][O:53][CH2:54]1.[CH3:16][C:17]1([CH3:18])[C:19]([CH3:20])([CH3:21])[O:22][B:23]([c:24]2[cH:25][cH:26][c:27]3[c:32]([cH:33]2)[CH2:31][N:30]([C:34](=[O:35])[O:36][C:37]([CH3:38])([CH3:39])[CH3:40])[CH2:29][CH2:28]3)[O:41]1.[CH3:55][OH:56].[Cl:1][c:2]1[n:3][c:4]([NH2:15])[n:5][c:6]([N:8]2[CH2:9][CH2:10][N:11]([CH3:14])[CH2:12][CH2:13]2)[cH:7]1.[K+:46].[K+:47].[OH2:48]>>[c:2]1(-[c:24]2[cH:25][cH:26][c:27]3[c:32]([cH:33]2)[CH2:31][N:30]([C:34](=[O:35])[O:36][C:37]([CH3:38])([CH3:39])[CH3:40])[CH2:29][CH2:28]3)[n:3][c:4]([NH2:15])[n:5][c:6]([N:8]2[CH2:9][CH2:10][N:11]([CH3:14])[CH2:12][CH2:13]2)[cH:7]1. Product: CN1CCN(c2cc(-c3ccc4c(c3)CN(C(=O)OC(C)(C)C)CC4)nc(N)n2)CC1. The reactants are c1ccc(Cc2cc3ccccc3o2)cc1, COc1ccc(C(=O)Cl)c(OC)c1. Product: COc1ccc(C(=O)c2c(Cc3ccccc3)oc3ccccc23)c(OC)c1. As a reaction SMILES: [CH2:1]([c:2]1[cH:3][cH:4][cH:5][cH:6][cH:7]1)[c:8]1[o:9][c:10]2[c:11]([cH:12]1)[cH:13][cH:14][cH:15][cH:16]2.[CH3:17][O:18][c:19]1[c:20]([C:21](=[O:22])[Cl:23])[cH:24][cH:25][c:26]([O:28][CH3:29])[cH:27]1>>[CH2:1]([c:2]1[cH:3][cH:4][cH:5][cH:6][cH:7]1)[c:8]1[o:9][c:10]2[c:11]([c:12]1[C:21]([c:20]1[c:19]([O:18][CH3:17])[cH:27][c:26]([O:28][CH3:29])[cH:25][cH:24]1)=[O:22])[cH:13][cH:14][cH:15][cH:16]2. The reactants are C=CCBr, CN(C)C=O, [H-], [Na+], OC1CCC2(CC1)OCCO2, O. Yields the product C=CCOC1CCC2(CC1)OCCO2. RXN SMILES: [CH2:14]([CH:15]=[CH2:16])[Br:17].[CH3:19][N:20]([CH3:21])[CH:22]=[O:23].[H-:12].[Na+:13].[O:1]1[CH2:2][CH2:3][O:4][C:5]12[CH2:6][CH2:7][CH:8]([OH:11])[CH2:9][CH2:10]2.[OH2:18]>>[O:1]1[CH2:2][CH2:3][O:4][C:5]12[CH2:6][CH2:7][CH:8]([O:11][CH2:16][CH:15]=[CH2:14])[CH2:9][CH2:10]2. Reactants: [N-]=[N+]=[N-].[Na+] (Sodium azide), ClC1=CC(=C(C=C1)N(S(=O)(=O)C)CC(CCO)=C)I (N-(4-Chloro-2-iodo-phenyl)-N-(4-hydroxy-2-methylene-butyl)-methanesulfonamide), C1(=CC=CC=C1)P(C1=CC=CC=C1)C1=CC=CC=C1 (triphenylphosphine), C(Br)(Br)(Br)Br (carbon tetrabromide). Run in CC(=O)N(C)C (dimethylacetamide), O (water). Run at temperature -10 celsius, time 45 minute. Product: ClC1=CC(=C(C=C1)N(S(=O)(=O)C)CC(CCN=[N+]=[N-])=C)I (N-(4-Chloro-2-iodo-phenyl)-N-(4-azido-2-methylene-butyl)-methanesulfonamide). As a reaction SMILES: [Cl:1][C:2]1[CH:7]=[CH:6][C:5]([N:8]([CH2:13][C:14](=[CH2:18])[CH2:15][CH2:16]O)[S:9]([CH3:12])(=[O:11])=[O:10])=[C:4]([I:19])[CH:3]=1.C1(P(C2C=CC=CC=2)C2C=CC=CC=2)C=CC=CC=1.C(Br)(Br)(Br)Br.[N-:44]=[N+:45]=[N-:46].[Na+]>CC(N(C)C)=O.O>[Cl:1][C:2]1[CH:7]=[CH:6][C:5]([N:8]([CH2:13][C:14](=[CH2:18])[CH2:15][CH2:16][N:44]=[N+:45]=[N-:46])[S:9]([CH3:12])(=[O:11])=[O:10])=[C:4]([I:19])[CH:3]=1 |f:3.4|. Procedure: To a stirred solution of N-(4-Chloro-2-iodo-phenyl)-N-(4-hydroxy-2-methylene-butyl)-methanesulfonamide obtained in Step A and triphenylphosphine (3.5 g) in dimethylacetamide (80 ml) at −10° C. under argon was added carbon tetrabromide (4.5 g). The reaction mixture was stirred at −10° C. for 45 min (a precipitate formed). Sodium azide (2 g) was added in one portion and the reaction mixture was stirred at 45° C. for 1 hour, cooled to room temperature, poured into water, extracted with ethyl acetat...